This data is from the Open Reaction Database (ORD), a public repository of structured organic reaction records. The task is: describe an organic reaction: reactants, conditions, products, and yield Starting materials: ClC=1C=C(C=CC1)C(C=O)C (2-(3-chlorophenyl)propanal), ClC(C(=O)OC)Cl (methyl dichloroacetate), C[O-].[Na+] (sodium methoxide), [Na] (sodium), NC(=S)N (thiourea). Solvent: C(C)OCC (diethyl ether), CO (methanol), CO (methanol). The product is NC=1SC(=C(N1)C(=O)OC)CCC1=CC(=CC=C1)Cl (2-Amino-5-(2-(3-chlorophenyl)ethyl)-4-thiazolecarboxylic acid, methyl ester). As a reaction SMILES: [CH3:1][O-].[Na+].[Na].[Cl:5][C:6]1[CH:7]=[C:8]([CH:12]([CH3:15])C=O)[CH:9]=[CH:10][CH:11]=1.Cl[CH:17](Cl)[C:18]([O:20][CH3:21])=[O:19].[NH2:23][C:24]([NH2:26])=[S:25]>CO.C(OCC)C>[NH2:23][C:24]1[S:25][C:1]([CH2:15][CH2:12][C:8]2[CH:9]=[CH:10][CH:11]=[C:6]([Cl:5])[CH:7]=2)=[C:17]([C:18]([O:20][CH3:21])=[O:19])[N:26]=1 |f:0.1,^1:3|. Reported procedure: A solution of sodium methoxide (made from 1.43 g of sodium in dry methanol (20 ml) was added dropwise to a stirred solution of 2-(3-chlorophenyl)propanal (10.4 g) and methyl dichloroacetate (6.4 ml) in diethyl ether (30 ml) at 0° C. under nitrogen. After 1 h the mixture was quenched with brine and the product extracted into diethyl ether. The organic phase was collected, dried (MgSO4) and evaporated under reduced pressure to leave a yellow oil. The oil and thiourea (4.72 g) were dissolved in met... Reactants: CC#N, O=[N+]([O-])c1ccccc1F, [K+], Cc1cc(C#N)c(N)s1, [OH-], O. The product is Cc1cc(C#N)c(Nc2ccccc2[N+](=O)[O-])s1. As a reaction SMILES: [CH3:23][C:24]#[N:25].[F:12][c:13]1[c:14]([N+:19](=[O:20])[O-:21])[cH:15][cH:16][cH:17][cH:18]1.[K+:2].[NH2:3][c:4]1[s:5][c:6]([CH3:11])[cH:7][c:8]1[C:9]#[N:10].[OH-:1].[OH2:22]>>[NH:3]([c:4]1[s:5][c:6]([CH3:11])[cH:7][c:8]1[C:9]#[N:10])[c:13]1[c:14]([N+:19](=[O:20])[O-:21])[cH:15][cH:16][cH:17][cH:18]1.